Dataset: the Open Reaction Database (ORD), a public repository of structured organic reaction records. Task: describe an organic reaction: reactants, conditions, products, and yield The reactants are O (Water), C(CCC)[Li] (butyllithium), hexanes, C(C)(C)(C)OC(=O)N1C(C=2N(CC1)C(=NC2I)C(C)C)CCC2=CC=C(C=C2)C(F)(F)F (1-iodo-3-isopropyl-8-[2-(4-trifluoromethyl-phenyl)-ethyl]-5,6-dihydro-8H-imidazo[1,5-a]pyrazine-7-carboxylic acid tert-butyl ester). Run in C1CCOC1 (THF), CCOCC (ether). Conditions: temperature -78 celsius, time 15 minute. Yields the product C(C)(C)(C)OC(=O)N1C(C=2N(CC1)C(=NC2)C(C)C)CCC2=CC=C(C=C2)C(F)(F)F (3-isopropyl-8-[2-(4-trifluoromethyl-phenyl)-ethyl]-5,6-dihydro-8H-imidazo[1,5-a]pyrazine-7-carboxylic acid tert-butyl ester). Reaction SMILES: [C:1]([O:5][C:6]([N:8]1[CH2:13][CH2:12][N:11]2[C:14]([CH:18]([CH3:20])[CH3:19])=[N:15][C:16](I)=[C:10]2[CH:9]1[CH2:21][CH2:22][C:23]1[CH:28]=[CH:27][C:26]([C:29]([F:32])([F:31])[F:30])=[CH:25][CH:24]=1)=[O:7])([CH3:4])([CH3:3])[CH3:2].C([Li])CCC.O>C1COCC1.CCOCC>[C:1]([O:5][C:6]([N:8]1[CH2:13][CH2:12][N:11]2[C:14]([CH:18]([CH3:20])[CH3:19])=[N:15][CH:16]=[C:10]2[CH:9]1[CH2:21][CH2:22][C:23]1[CH:24]=[CH:25][C:26]([C:29]([F:30])([F:31])[F:32])=[CH:27][CH:28]=1)=[O:7])([CH3:3])([CH3:4])[CH3:2]. Procedure: A cooled (−78° C.) solution of 1-iodo-3-isopropyl-8-[2-(4-trifluoromethyl-phenyl)-ethyl]-5,6-dihydro-8H-imidazo[1,5-a]pyrazine-7-carboxylic acid tert-butyl ester (379 mg; 0.673 mmol) in anhydrous THF (6 ml) was treated dropwise with a 1.6N butyllithium solution in hexanes (1.05 ml; 1.680 mmol). The resulting mixture was additionally stirred at −78° C., under nitrogen, for 15 min. Water (0.2 ml) was then added and the reaction mixture was allowed to warm-up to rt. The resulting solution was dilut... Reactants: CNC(=O)N(CCC)CCC (N-methyl dipropylurea), CNC(=O)N(CCC)CCC (N-methyl dipropylurea), C=O (formol), N1CCOCC1 (morpholine). The solvent is solution. Product: O1CCN(CC1)CN(C(=O)N)CCC.CN(C(=O)N)CCC (N-methylpropylurea (morpholinomethyl)propylurea). RXN SMILES: C[NH:2][C:3]([N:5]([CH2:9]CC)[CH2:6][CH2:7][CH3:8])=[O:4].C=O.[NH:14]1[CH2:19][CH2:18][O:17][CH2:16][CH2:15]1>>[O:17]1[CH2:18][CH2:19][N:14]([CH2:9][N:5]([CH2:6][CH2:7][CH3:8])[C:3]([NH2:2])=[O:4])[CH2:15][CH2:16]1.[CH3:9][N:5]([CH2:6][CH2:7][CH3:8])[C:3]([NH2:2])=[O:4] |f:3.4|. Procedure details: 1 mol of N-methyl dipropylurea and 1 mol of formol in aqueous 30% solution are mixed. To this solution 1 mol of morpholine is slowly added while cooling. The stirring is maintained one hour after the end of the N-methyl dipropylurea addition. After evaporation to dryness a crystalline product is obtained which melts at 110°C. The yield of the reaction is 98%. Reactants: ClC=1C=C(N)C=C(C1)Cl (3,5-Dichloroaniline), ClC=1C=C(C=C(C1)Cl)N1CSC(C1=O)C (3-(3,5-dichlorophenyl)-5-methyl-4-thiazolidinone), C1C(=O)SCN1 (thiazolidinone), ClC=1C=C(C=C(C1)Cl)N1CSC(C1=O)C (3-(3,5-dichlorophenyl)-5-methyl-4-thiazolidinone), C(C(O)C)(=S)O (thiolactic acid), ClC=1C=C(C(=O)OO)C=CC1 (m-chloroperoxybenzoic acid). Product: ClC=1C=C(C=C(C1)Cl)N1CS(C(C1=O)C)=O (3-(3,5-dichlorophenyl)-5-methyl-4-thiazolidinone 1-oxide). Reaction SMILES: ClC1C=C(C=C(Cl)C=1)N.[Cl:10][C:11]1[CH:12]=[C:13]([N:18]2[C:22](=[O:23])[CH:21]([CH3:24])[S:20][CH2:19]2)[CH:14]=[C:15]([Cl:17])[CH:16]=1.C(O)(=S)C(C)[OH:27].C1NCSC1=O.ClC1C=C(C=CC=1)C(OO)=O>>[Cl:17][C:15]1[CH:14]=[C:13]([N:18]2[C:22](=[O:23])[CH:21]([CH3:24])[S:20](=[O:27])[CH2:19]2)[CH:12]=[C:11]([Cl:10])[CH:16]=1. Procedure: 3,5-Dichloroaniline was converted to 3-(3,5-dichlorophenyl)-5-methyl-4-thiazolidinone in accordance with the procedure of Example 4. The only difference was that thiolactic acid was used instead of mercaptoacetic acid. The 3-(3,5-dichlorophenyl)-5-methyl-4-thiazolidinone had a melting point of 80°-88° C. This thiazolidinone (18 g) was oxidized with one equivalent of m-chloroperoxybenzoic acid (14 g) in the same manner as described in Example 2. After removal of the solvent, the reaction product ... Reactants: O=C1CC2(CCN(CC2)C(=O)OC(C)(C)C)C2=CC=CC=C12 (tert-butyl 3-oxo-2,3-dihydrospiro[indene-1,4′-piperidine]-1′-carboxylate), CO.Cl (MeOH HCl). Conditions: time 8 hour. Product: Cl.N1CCC2(CC1)CC(C1=CC=CC=C12)=O (spiro[indene-1,4′-piperidin]-3(2H)-one hydrochloride). Yield: 97.6%. As a reaction SMILES: [O:1]=[C:2]1[C:22]2[C:17](=[CH:18][CH:19]=[CH:20][CH:21]=2)[C:4]2([CH2:9][CH2:8][N:7](C(OC(C)(C)C)=O)[CH2:6][CH2:5]2)[CH2:3]1.CO.[ClH:25]>>[ClH:25].[NH:7]1[CH2:8][CH2:9][C:4]2([C:17]3[C:22](=[CH:21][CH:20]=[CH:19][CH:18]=3)[C:2](=[O:1])[CH2:3]2)[CH2:5][CH2:6]1 |f:1.2,3.4|. Procedure details: The mixture of tert-butyl 3-oxo-2,3-dihydrospiro[indene-1,4′-piperidine]-1′-carboxylate (20 g, 66.4 mmol) and MeOH/HCl (2.5 mol/L, 100 mL) were stirred overnight. After evaporation the residue was washed by petroleum ether to provide spiro[indene-1,4′-piperidin]-3(2H)-one hydrochloride (15.4 g, 97.6%). Starting materials: COC1=C(C=O)C=C(C=C1)OC (2,5-dimethoxybenzaldehyde), [I-].O1C(OCC1)CC/C(=C/C=C/CCC[P+](C1=CC=CC=C1)(C1=CC=CC=C1)C1=CC=CC=C1)/C ((4E,6E)-(9-[1,3]dioxolan-2-yl-7-methyl-nona-4,6-dienyl)triphenylphosphonium iodide), solution, C[Si](C)(C)[N-][Si](C)(C)C.[Na+] (NaHMDS). The solvent is [Cl-].[Na+].O (brine), C1CCOC1 (THF), C1CCOC1 (THF), C1CCOC1 (THF). Conditions: temperature 0 celsius, time 40 minute. Yields the product COC1=C(C=C(C=C1)OC)\C=C/CC/C=C/C=C(/CCC1OCCO1)\C (2-[(3E,5E,9Z)-10-(2,5-Dimethoxyphenyl)-3-methyl-deca-3,5,9-trienyl]-[1,3]dioxolane), O1COCC1 ([1,3]dioxolane). RXN SMILES: [I-].[O:2]1[CH2:6][CH2:5][O:4][CH:3]1[CH2:7][CH2:8]/[C:9](/[CH3:35])=[CH:10]/[CH:11]=[CH:12]/[CH2:13][CH2:14][CH2:15][P+](C1C=CC=CC=1)(C1C=CC=CC=1)C1C=CC=CC=1.C[Si]([N-][Si](C)(C)C)(C)C.[Na+].[CH3:46][O:47][C:48]1[CH:55]=[CH:54][C:53]([O:56][CH3:57])=[CH:52][C:49]=1[CH:50]=O>C1COCC1.[Cl-].[Na+].O>[CH3:46][O:47][C:48]1[CH:55]=[CH:54][C:53]([O:56][CH3:57])=[CH:52][C:49]=1/[CH:50]=[CH:15]\[CH2:14][CH2:13]/[CH:12]=[CH:11]/[CH:10]=[C:9](\[CH3:35])/[CH2:8][CH2:7][CH:3]1[O:2][CH2:6][CH2:5][O:4]1.[O:2]1[CH2:6][CH2:5][O:4][CH2:3]1 |f:0.1,2.3,6.7.8|. Reported procedure: 2-[(3E,5E,9Z)-10-(2,5-Dimethoxyphenyl)-3-methyl-deca-3,5,9-trienyl]-[1,3]dioxolane was synthesized as follows: to a −78° C. solution of (4E,6E)-(9-[1,3]dioxolan-2-yl-7-methyl-nona-4,6-dienyl)triphenylphosphonium iodide (500 mg, 0.840 mmol) in 5 mL of THF was added dropwise 0.5 mL of a 2 M solution of NaHMDS in THF. After 40 minutes at −78° C., a solution of 2,5-dimethoxybenzaldehyde (167 mg, 1.01 mmol) in 1 mL of THF was added dropwise. The reaction was warmed to 0° C. over 2 hours, brine was ad... Starting materials: CC(=O)O, CO, CCN(C(C)C)C(C)C, O=Cc1cccc(Cl)c1, Cl, Cl, NCC(=O)Nc1ccc2cnccc2c1. The product is O=C(CNCc1cccc(Cl)c1)Nc1ccc2cnccc2c1. Reaction SMILES: [CH3:36][C:37](=[O:38])[OH:39].[CH3:40][OH:41].[CH:27]([N:28]([CH2:29][CH3:30])[CH:31]([CH3:32])[CH3:33])([CH3:34])[CH3:35].[Cl:1][c:2]1[cH:3][c:4]([CH:5]=[O:6])[cH:7][cH:8][cH:9]1.[ClH:10].[ClH:11].[NH2:12][CH2:13][C:14](=[O:15])[NH:16][c:17]1[cH:18][c:19]2[cH:20][cH:21][n:22][cH:23][c:24]2[cH:25][cH:26]1>>[Cl:1][c:2]1[cH:3][c:4]([CH2:5][NH:12][CH2:13][C:14](=[O:15])[NH:16][c:17]2[cH:18][c:19]3[cH:20][cH:21][n:22][cH:23][c:24]3[cH:25][cH:26]2)[cH:7][cH:8][cH:9]1. Reactants: FC=1C=C(C=CC1OC1=NC=C(C=C1)O)/C=C/C(=O)OCCCC (butyl (E)-3-{3-fluoro-4-[(5-hydroxypyridin-2-yl)oxy]phenyl}prop-2-enoate), ClC1=C(CCl)C=CC=C1 (2-chlorobenzyl chloride), [H-].[Na+] (sodium hydride). Solvent: CN(C)C=O (DMF). Conditions: time 3 hour. Product: C(CCC)OC(\C=C\C1=CC(=C(C=C1)OC1=NC=C(C=C1)OCC1=C(C=CC=C1)Cl)F)=O ((E)-3-[4-({5-[(2-Chlorobenzyl)oxy]pyridin-2-yl}oxy)-3-fluorophenyl]prop-2-enoic acid butyl ester). As a reaction SMILES: [F:1][C:2]1[CH:3]=[C:4](/[CH:16]=[CH:17]/[C:18]([O:20][CH2:21][CH2:22][CH2:23][CH3:24])=[O:19])[CH:5]=[CH:6][C:7]=1[O:8][C:9]1[CH:14]=[CH:13][C:12]([OH:15])=[CH:11][N:10]=1.[Cl:25][C:26]1[CH:33]=[CH:32][CH:31]=[CH:30][C:27]=1[CH2:28]Cl.[H-].[Na+]>CN(C=O)C>[CH2:21]([O:20][C:18](=[O:19])/[CH:17]=[CH:16]/[C:4]1[CH:5]=[CH:6][C:7]([O:8][C:9]2[CH:14]=[CH:13][C:12]([O:15][CH2:28][C:27]3[CH:30]=[CH:31][CH:32]=[CH:33][C:26]=3[Cl:25])=[CH:11][N:10]=2)=[C:2]([F:1])[CH:3]=1)[CH2:22][CH2:23][CH3:24] |f:2.3|. Procedure: To a DMF (40 mL) solution of butyl (E)-3-{3-fluoro-4-[(5-hydroxypyridin-2-yl)oxy]phenyl}prop-2-enoate (3.82 g) and 2-chlorobenzyl chloride (1.6 mL) was added sodium hydride (60% w/w in oil, 0.60 g) at 0° C., and stirred at room temperature for 3 hours. The reaction mixture was quenched by addition of saturated NH4Cl (90 mL), and extracted with AcOEt. The organic layer was washed with water, saturated aqueous NaCl, dried over anhydrous Na2SO4, and evaporated. The residue was purified by silica ge... Product: C[Si](C)(C)c3ccc2cc(c1ccccc1)ccc2c3. Reaction conditions: temperature 25 celsius, time 9 hour. The reagents and catalysts are PCy3. The reactants are C[Zn](C)(C)([Li])([Li])c1ccccc1 (effective_coupling_partner), COc2ccc1cc([Si](C)(C)C)ccc1c2 (substrate). Starting materials: ClC(=O)OCC (ethyl chloroformate), product, Cl.Cl.CC1=C(C=CC=C1N)NC1=NCCC1 (2-[(2-Methyl-3-aminophenyl)amino]-1-pyrroline, dihydrochloride). The product is Cl.CC1=C(C=CC=C1NC(=O)OCC)NC1=NCCC1 (2-[(2-Methyl-3-(ethoxycarbonylamino)phenyl)-amino]-1-pyrroline, hydrochloride). Reaction SMILES: [Cl:1][C:2]([O:4][CH2:5][CH3:6])=[O:3].Cl.Cl.[CH3:9][C:10]1[C:15]([NH2:16])=[CH:14][CH:13]=[CH:12][C:11]=1[NH:17][C:18]1[CH2:22][CH2:21][CH2:20][N:19]=1>>[ClH:1].[CH3:9][C:10]1[C:15]([NH:16][C:2]([O:4][CH2:5][CH3:6])=[O:3])=[CH:14][CH:13]=[CH:12][C:11]=1[NH:17][C:18]1[CH2:22][CH2:21][CH2:20][N:19]=1 |f:1.2.3,4.5|. Procedure: The title compound (2.2 g) was prepared by the method of Example 23 using ethyl chloroformate and 3.0 g of the product aniline of Example 45. Structure assignment was supported by the nmr spectrum and by elemental analysis. The reactants are CS(=O)(=O)c1ccccc1C(N)=O, O=P(Cl)(Cl)Cl. The product is CS(=O)(=O)c1ccccc1C#N. RXN SMILES: [CH3:1][S:2](=[O:3])(=[O:4])[c:5]1[c:6]([C:7](=[O:8])[NH2:9])[cH:10][cH:11][cH:12][cH:13]1.[P:14]([Cl:15])([Cl:16])([Cl:17])=[O:18]>>[CH3:1][S:2](=[O:3])(=[O:4])[c:5]1[c:6]([C:7]#[N:9])[cH:10][cH:11][cH:12][cH:13]1.